Dataset: the Open Reaction Database (ORD), a public repository of structured organic reaction records. Task: describe an organic reaction: reactants, conditions, products, and yield Reactants: FC(C=1C=C(CC2NCNC3=C2C(N(C=C(O3)SC)Cl)=O)C=C(C1)C(F)(F)F)(F)F (4-[3,5-bis(trifluoromethyl)benzyl]-6-chloro-8-(methylthio)-5-oxo-2,3,4,5-tetrahydropyrimido[5,4-f][1,4]oxazepine), CC1=C(C=CC=C1)B(O)O (2-methylphenylboronic acid). Product: FC(C=1C=C(CC2NCNC3=C2C(N(C=C(O3)SC)C3=C(C=CC=C3)C)=O)C=C(C1)C(F)(F)F)(F)F (4-[3,5-bis(trifluoromethyl)benzyl]-6-(2-methylphenyl)-8-(methylthio)-5-oxo-2,3,4,5-tetrahydropyrimido[5,4-f][1,4]oxazepine). Isolated yield 80.8%. As a reaction SMILES: [F:1][C:2]([F:30])([F:29])[C:3]1[CH:4]=[C:5]([CH:22]=[C:23]([C:25]([F:28])([F:27])[F:26])[CH:24]=1)[CH2:6][CH:7]1[C:12]2[C:13](=[O:21])[N:14](Cl)[CH:15]=[C:16]([S:18][CH3:19])[O:17][C:11]=2[NH:10][CH2:9][NH:8]1.[CH3:31][C:32]1[CH:37]=[CH:36][CH:35]=[CH:34][C:33]=1B(O)O>>[F:1][C:2]([F:30])([F:29])[C:3]1[CH:4]=[C:5]([CH:22]=[C:23]([C:25]([F:28])([F:27])[F:26])[CH:24]=1)[CH2:6][CH:7]1[C:12]2[C:13](=[O:21])[N:14]([C:33]3[CH:34]=[CH:35][CH:36]=[CH:37][C:32]=3[CH3:31])[CH:15]=[C:16]([S:18][CH3:19])[O:17][C:11]=2[NH:10][CH2:9][NH:8]1. Reported procedure: In a similar manner to Reference Example 11, 4-[3,5-bis(trifluoromethyl)benzyl]-6-chloro-8-(methylthio)-5-oxo-2,3,4,5-tetrahydropyrimido[5,4-f][1,4]oxazepine (Compound of Reference Example 10; 2.36 g) was reacted with 2-methylphenylboronic acid (816 mg) to obtain 4-[3,5-bis(trifluoromethyl)benzyl]-6-(2-methylphenyl)-8-(methylthio)-5-oxo-2,3,4,5-tetrahydropyrimido[5,4-f][1,4]oxazepine (2.13 g, 81%). Procedure: 3-Chloro-pyridine-2-carbonitrile (0.4 g) was reduced by hydrogenation in the presence of RaNi (0.1 g) in THF/20% NH3 (5 mL) at 30 psi. The solvent was removed and the residue was treated with 88% formic acid (10 mL) and heated at 90° C. overnight. The solvent was removed under reduced pressure, and the residue was re-dissolved in EtOAc. The organic layer was washed with Na2CO3, brine, dried, and concentrated. The residue was purified by silica gel column chromatography eluting with 100% EtOAc to... As a reaction SMILES: [Cl:1][C:2]1[C:3]([C:8]#[N:9])=[N:4][CH:5]=[CH:6][CH:7]=1.C1C[O:13][CH2:12]C1>[Ni]>[Cl:1][C:2]1[C:3]([CH2:8][NH:9][CH:12]=[O:13])=[N:4][CH:5]=[CH:6][CH:7]=1. The reactants are ClC=1C(=NC=CC1)C#N (3-Chloro-pyridine-2-carbonitrile), C1CCOC1 (THF). The product is ClC=1C(=NC=CC1)CNC=O (N-(3-Chloro-pyridin-2-ylmethyl)-formamide). Reagents/catalysts: [Ni] (RaNi). Run at temperature 90 celsius. Starting materials: S(=O)(=O)(OC)OC (Dimethyl sulfate), C([O-])([O-])=O.[K+].[K+] (potassium carbonate), C(#N)C1=C(O)C=CC(=C1C#N)O (2,3-dicyanohydroquinone). Run in CC(CC)=O (2-butanone). The product is COC1=C(C(=C(C=C1)OC)C#N)C#N (1,4-Dimethoxy-2,3-dicyanobenzene). As a reaction SMILES: S([O:6][CH3:7])(OC)(=O)=O.[C:8](=O)([O-])[O-].[K+].[K+].[C:14]([C:16]1[C:22]([C:23]#[N:24])=[C:21]([OH:25])[CH:20]=[CH:19][C:17]=1O)#[N:15]>CC(=O)CC>[CH3:8][O:25][C:21]1[CH:20]=[CH:19][C:17]([O:6][CH3:7])=[C:16]([C:14]#[N:15])[C:22]=1[C:23]#[N:24] |f:1.2.3|. Reported procedure: Dimethyl sulfate (15 mL, 0.16 mol) and anhydrous potassium carbonate (24 g, 0.17 mol) are added to a solution of 2,3-dicyanohydroquinone (3.0 g, 0.019 mol) in 100 mL 2-butanone. The reaction mixture is refluxed for 18 hr. under a stream of argon, cooled to room temperature and the resulting solid is collected by filtration. The residue is added to water (100 mL) to dissolve the potassium carbonate and the resulting insoluble material is collected by filtration and dried under vacuum to yield 3.1... The reactants are CC(=O)OCC(=O)Nc1ccc(C2=NC(Cc3ccc4ccccc4c3)C(=O)N(C)c3ccc(Cl)cc32)cn1, O=C([O-])[O-], CO, [K+], [K+], O. Yields the product CN1C(=O)C(Cc2ccc3ccccc3c2)N=C(c2ccc(NC(=O)CO)nc2)c2cc(Cl)ccc21. RXN SMILES: [C:1](=[O:2])([CH3:3])[O:4][CH2:5][C:6](=[O:7])[NH:8][c:9]1[n:10][cH:11][c:12]([C:15]2=[N:21][CH:20]([CH2:22][c:23]3[cH:24][c:25]4[cH:26][cH:27][cH:28][cH:29][c:30]4[cH:31][cH:32]3)[C:19](=[O:33])[N:18]([CH3:34])[c:17]3[c:16]2[cH:38][c:37]([Cl:39])[cH:36][cH:35]3)[cH:13][cH:14]1.[C:40](=[O:41])([O-:42])[O-:43].[CH3:46][OH:47].[K+:44].[K+:45].[OH2:48]>>[OH:4][CH2:5][C:6](=[O:7])[NH:8][c:9]1[n:10][cH:11][c:12]([C:15]2=[N:21][CH:20]([CH2:22][c:23]3[cH:24][c:25]4[cH:26][cH:27][cH:28][cH:29][c:30]4[cH:31][cH:32]3)[C:19](=[O:33])[N:18]([CH3:34])[c:17]3[c:16]2[cH:38][c:37]([Cl:39])[cH:36][cH:35]3)[cH:13][cH:14]1. The reactants are O=C([O-])[O-], Cc1cc(C=O)c2c(c1O)CCC2, CI, [K+], [K+], CN(C)C=O, O. Product: COc1c(C)cc(C=O)c2c1CCC2. As a reaction SMILES: [C:14](=[O:15])([O-:16])[O-:17].[CH3:1][c:2]1[cH:3][c:4]([CH:12]=[O:13])[c:5]2[c:9]([c:10]1[OH:11])[CH2:8][CH2:7][CH2:6]2.[CH3:20][I:21].[K+:18].[K+:19].[O:23]=[CH:24][N:25]([CH3:26])[CH3:27].[OH2:22]>>[CH3:1][c:2]1[cH:3][c:4]([CH:12]=[O:13])[c:5]2[c:9]([c:10]1[O:11][CH3:14])[CH2:8][CH2:7][CH2:6]2.